From a dataset of the Open Reaction Database (ORD), a public repository of structured organic reaction records. describe an organic reaction: reactants, conditions, products, and yield Reactants: OBO, CC(Sc1cccc(Br)c1)C(N)=O, O=C(O)c1ccccc1, O=C([O-])[O-], [K+], [K+], C1COCCO1, O, c1ccc([PH](c2ccccc2)(c2ccccc2)[Pd]([PH](c2ccccc2)(c2ccccc2)c2ccccc2)([PH](c2ccccc2)(c2ccccc2)c2ccccc2)[PH](c2ccccc2)(c2ccccc2)c2ccccc2)cc1. Product: CC(Sc1cccc(-c2ccc(C(=O)O)cc2)c1)C(N)=O. As a reaction SMILES: [BH:14]([OH:15])[OH:16].[Br:1][c:2]1[cH:3][c:4]([S:8][CH:9]([C:10](=[O:11])[NH2:12])[CH3:13])[cH:5][cH:6][cH:7]1.[C:17](=[O:18])([OH:19])[c:20]1[cH:21][cH:22][cH:23][cH:24][cH:25]1.[C:26](=[O:27])([O-:28])[O-:29].[K+:30].[K+:31].[O:32]1[CH2:33][CH2:34][O:35][CH2:36][CH2:37]1.[OH2:38].[c:39]1([PH:40]([Pd:41]([PH:42]([c:43]2[cH:44][cH:45][cH:46][cH:47][cH:48]2)([c:49]2[cH:50][cH:51][cH:52][cH:53][cH:54]2)[c:55]2[cH:56][cH:57][cH:58][cH:59][cH:60]2)([PH:61]([c:62]2[cH:63][cH:64][cH:65][cH:66][cH:67]2)([c:68]2[cH:69][cH:70][cH:71][cH:72][cH:73]2)[c:74]2[cH:75][cH:76][cH:77][cH:78][cH:79]2)[PH:80]([c:81]2[cH:82][cH:83][cH:84][cH:85][cH:86]2)([c:87]2[cH:88][cH:89][cH:90][cH:91][cH:92]2)[c:93]2[cH:94][cH:95][cH:96][cH:97][cH:98]2)([c:99]2[cH:100][cH:101][cH:102][cH:103][cH:104]2)[c:105]2[cH:106][cH:107][cH:108][cH:109][cH:110]2)[cH:111][cH:112][cH:113][cH:114][cH:115]1>>[c:2]1(-[c:23]2[cH:22][cH:21][c:20]([C:17](=[O:18])[OH:19])[cH:25][cH:24]2)[cH:3][c:4]([S:8][CH:9]([C:10](=[O:11])[NH2:12])[CH3:13])[cH:5][cH:6][cH:7]1. Starting materials: CC(C)(C)OC(=O)N1CCn2c(c(C(N)=O)c(Cl)c2-c2cccnc2)C1, COc1ccc(P(=S)=S)cc1, Cc1ccccc1. Yields the product CC(C)(C)OC(=O)N1CCn2c(c(C(N)=S)c(Cl)c2-c2cccnc2)C1. RXN SMILES: [C:1]([CH3:2])([CH3:3])([CH3:4])[O:5][C:6](=[O:7])[N:8]1[CH2:9][c:10]2[n:11]([c:14](-[c:21]3[cH:22][n:23][cH:24][cH:25][cH:26]3)[c:15]([Cl:20])[c:16]2[C:17]([NH2:18])=[O:19])[CH2:12][CH2:13]1.[CH3:27][O:28][c:29]1[cH:30][cH:31][c:32]([P:33](=[S:34])=[S:36])[cH:35][cH:37]1.[CH3:38][c:39]1[cH:40][cH:41][cH:42][cH:43][cH:44]1>>[C:1]([CH3:2])([CH3:3])([CH3:4])[O:5][C:6](=[O:7])[N:8]1[CH2:9][c:10]2[n:11]([c:14](-[c:21]3[cH:22][n:23][cH:24][cH:25][cH:26]3)[c:15]([Cl:20])[c:16]2[C:17]([NH2:18])=[S:36])[CH2:12][CH2:13]1. The reactants are BrCC1CCCCO1, COc1ccc2c(c1)OCC21C(=O)Nc2ccccc21, Cc1ccc(S(=O)(=O)OCC2CCCO2)cc1. Product: COc1ccc2c(c1)OCC21C(=O)N(CC2CCCO2)c2ccccc21. RXN SMILES: [Br:38][CH2:39][CH:40]1[CH2:41][CH2:42][CH2:43][CH2:44][O:45]1.[CH3:1][O:2][c:3]1[cH:4][c:5]2[c:6]([cH:19][cH:20]1)[C:7]1([CH2:8][O:9]2)[C:10](=[O:18])[NH:11][c:12]2[cH:13][cH:14][cH:15][cH:16][c:17]21.[CH3:21][c:22]1[cH:23][cH:24][c:25]([S:26]([O:27][CH2:32][CH:33]2[O:34][CH2:35][CH2:36][CH2:37]2)(=[O:28])=[O:29])[cH:30][cH:31]1>>[CH3:1][O:2][c:3]1[cH:4][c:5]2[c:6]([cH:19][cH:20]1)[C:7]1([CH2:8][O:9]2)[C:10](=[O:18])[N:11]([CH2:32][CH:33]2[O:34][CH2:35][CH2:36][CH2:37]2)[c:12]2[cH:13][cH:14][cH:15][cH:16][c:17]21. The reactants are OC1=NOC(=C1)CC(=O)O (3-hydroxyisoxazol-5-ylacetic acid), BrN1C(CCC1=O)=O (N-bromosuccinimide). Solvent: CN(C=O)C (N,N-dimethylformamide). Reaction conditions: time 1 hour. Product: BrC=1C(=NOC1CC(=O)O)O (4-Bromo-3-hydroxyisoxazol-5-ylacetic acid). Yield: 57.9%. As a reaction SMILES: [OH:1][C:2]1[CH:6]=[C:5]([CH2:7][C:8]([OH:10])=[O:9])[O:4][N:3]=1.[Br:11]N1C(=O)CCC1=O>CN(C)C=O>[Br:11][C:6]1[C:2]([OH:1])=[N:3][O:4][C:5]=1[CH2:7][C:8]([OH:10])=[O:9]. Procedure details: To a solution of 6.0 g (35 mmoles) of 3-hydroxyisoxazol-5-ylacetic acid in 10 ml of N,N-dimethylformamide were added 6.5 g (42 mmoles) of N-bromosuccinimide, with ice-cooling and stirring. The mixture was stirred under ice-cooling for 2 hours and then at room temperature for 1 hour. The N,N-dimethylformamide was then distilled off under reduced pressure. The residue was dissolved in ethyl acetate and extracted with an aqueous solution of sodium hydrogen carbonate. The pH of the extract was adjus... Reactants: O.NN (hydrazine monohydrate), COC1=C(C=CC(=C1)OCCCN1[C@@H](CCC1)C)C(C)=O (1-{2-methoxy-4-[3-((R)-2-methyl-pyrrolidin-1-yl)-propoxy]-phenyl}-ethanone), O.C(C=O)(=O)O (glyoxylic acid monohydrate), [NH4+].[OH-] (NH4OH), C(=O)(O)[O-].[Na+] (NaHCO3). Run in O (water), C(C)(=O)O (acetic acid). Yields the product COC1=C(C=CC(=C1)OCCCN1[C@@H](CCC1)C)C=1C=CC(NN1)=O (6-{2-Methoxy-4-[3-((R)-2-methyl-pyrrolidin-1-yl)-propoxy]-phenyl}-2H-pyridazin-3-one). As a reaction SMILES: [CH3:1][O:2][C:3]1[CH:8]=[C:7]([O:9][CH2:10][CH2:11][CH2:12][N:13]2[CH2:17][CH2:16][CH2:15][C@H:14]2[CH3:18])[CH:6]=[CH:5][C:4]=1[C:19](=O)[CH3:20].O.[C:23]([OH:27])(=O)[CH:24]=O.[NH4+:28].[OH-].O.[NH2:31]N.C([O-])(O)=O.[Na+]>C(O)(=O)C.O>[CH3:1][O:2][C:3]1[CH:8]=[C:7]([O:9][CH2:10][CH2:11][CH2:12][N:13]2[CH2:17][CH2:16][CH2:15][C@H:14]2[CH3:18])[CH:6]=[CH:5][C:4]=1[C:19]1[CH:20]=[CH:24][C:23](=[O:27])[NH:28][N:31]=1 |f:1.2,3.4,5.6,7.8|. Reported procedure: In a 100 mL round bottom flask, 1-{2-methoxy-4-[3-((R)-2-methyl-pyrrolidin-1-yl)-propoxy]-phenyl}-ethanone (4.24 g, 14.5 mmol), and glyoxylic acid monohydrate (2.01 g, 21.8 mmol), in acetic acid (20 mL) was heated to reflux 3 h. The reaction was cooled and diluted with water (40 mL). The mixture was basified to pH 8 with NH4OH and then hydrazine monohydrate (1.41 mL, 29.1 mmol) was added. The reaction was heated to reflux 2 h. The reaction was cooled and re-basified with NaHCO3, then extracted w... Reactants: C(C(=O)Cl)(=O)Cl (Oxalyl chloride), CC1=C(N=CN1)C(=O)O (5-methyl-1H-imidazole-4-carboxylic acid). Reagents/catalysts: CN(C=O)C (dimethylformamide). Solvent: O1CCCC1 (tetrahydrofuran), O1CCCC1 (tetrahydrofuran), C(C)OCC (diethyl ether). The product is CC1=C(N=CN1)C(=O)Cl (5-methyl-1H-imidazole-4-carboxylic acid chloride). RXN SMILES: [CH3:1][C:2]1[NH:6][CH:5]=[N:4][C:3]=1[C:7]([OH:9])=O.C(Cl)(=O)C([Cl:13])=O>CN(C)C=O.O1CCCC1.C(OCC)C>[CH3:1][C:2]1[NH:6][CH:5]=[N:4][C:3]=1[C:7]([Cl:13])=[O:9]. Procedure: Under a dry nitrogen atmosphere, a stirred suspension of 5-methyl-1H-imidazole-4-carboxylic acid (12.6 g, 0.10 mole) and several drops of dimethylformamide in 125 ml of dry tetrahydrofuran was cooled in an ice bath. Oxalyl chloride, 20 ml, in 50 ml of tetrahydrofuran was carefully added dropwise. Upon complete addition the reaction mixture was heated under reflux for two hours, cooled to ambient temperature and diluted with 100 ml of diethyl ether. A solid precipitated and was collected by filtr... Procedure: Entry 9: 4-Hydroxyacetophenone was reacted with 2-chloro-5-nitropyridine to give 4-(4-acetylphenoxy)-5-nitropyridine according to Method A3, Step 2. According to Method A8, Step 4,4-(4-acetylphenoxy)-5-nitropyridine was reduced to 4-(4-acetylphenoxy)-5-aminopyridine. 2-Methoxy-5-(trifluoromethyl)aniline was converted to 2-methoxy-5-(trifluoromethyl)phenyl isocyanate according to Method B1. The isocyanate was reacted with 4-(4-acetylphenoxy)-5-aminopyridine according to Method C1a to afford the u... Starting materials: CC(=O)C=1C=CC(=CC1)O (4-Hydroxyacetophenone), ClC1=NC=C(C=C1)[N+](=O)[O-] (2-chloro-5-nitropyridine). As a reaction SMILES: [CH3:1][C:2]([C:4]1[CH:5]=[CH:6][C:7]([OH:10])=[CH:8][CH:9]=1)=[O:3].Cl[C:12]1[CH:17]=[CH:16][C:15]([N+:18]([O-:20])=[O:19])=[CH:14][N:13]=1>>[C:2]([C:4]1[CH:9]=[CH:8][C:7]([O:10][C:16]2[C:15]([N+:18]([O-:20])=[O:19])=[CH:14][N:13]=[CH:12][CH:17]=2)=[CH:6][CH:5]=1)(=[O:3])[CH3:1]. The product is C(C)(=O)C1=CC=C(OC2=CC=NC=C2[N+](=O)[O-])C=C1 (4-(4-acetylphenoxy)-5-nitropyridine). Reactants: BrC1=CC=C(C=C1)C=1N=NN(C1NC(O[C@H](C)C1=CC=CC=C1)=O)C ((R)-1-phenylethyl 4-(4-bromophenyl)-1-methyl-1H-1,2,3-triazol-5-ylcarbamate), C(C)OC(=O)C1(C(C1)CC)C1=CC(=CC=C1)B1OC(C(O1)(C)C)(C)C (ethyl 1-(3-(4,4,5,5-tetramethyl-1,3,2-dioxaborolan-2-yl)phenyl)cyclopropanecarboxylic acid ethyl ester), C1(CCCCC1)P(C1=C(C=CC=C1)C1=C(C=CC=C1OC)OC)C1CCCCC1 (2-dicyclohexylphosphino-2′,6′-dimethoxybiphenyl), [O-]P(=O)([O-])[O-].[K+].[K+].[K+] (potassium phosphate tribasic). The reagents and catalysts are C(C)(=O)[O-].[Pd+2].C(C)(=O)[O-] (palladium(II) acetate). The solvent is O (water), C(C)(=O)OCC (ethyl acetate), O (water), C1(=CC=CC=C1)C (toluene). Reaction conditions: temperature 105 celsius, time 1 hour. Yields the product C(C)OC(=O)C1(CC1)C=1C=C(C=CC1)C1=CC=C(C=C1)C=1N=NN(C1NC(=O)O[C@H](C)C1=CC=CC=C1)C ((R)-1-(4′-(1-methyl-5-((1-phenylethoxy)-carbonylamino)-1H-1,2,3-triazol-4-yl)biphenyl-3-yl)cyclopropanecarboxylic acid ethyl ester). Isolated yield 61.4%. As a reaction SMILES: Br[C:2]1[CH:7]=[CH:6][C:5]([C:8]2[N:9]=[N:10][N:11]([CH3:25])[C:12]=2[NH:13][C:14](=[O:24])[O:15][C@@H:16]([C:18]2[CH:23]=[CH:22][CH:21]=[CH:20][CH:19]=2)[CH3:17])=[CH:4][CH:3]=1.[CH2:26]([O:28][C:29]([C:31]1([C:36]2[CH:41]=[CH:40][CH:39]=[C:38](B3OC(C)(C)C(C)(C)O3)[CH:37]=2)[CH2:33][CH:32]1CC)=[O:30])[CH3:27].C1(P(C2CCCCC2)C2C=CC=CC=2C2C(OC)=CC=CC=2OC)CCCCC1.[O-]P([O-])([O-])=O.[K+].[K+].[K+]>O.C(OCC)(=O)C.C([O-])(=O)C.[Pd+2].C([O-])(=O)C.C1(C)C=CC=CC=1>[CH2:26]([O:28][C:29]([C:31]1([C:36]2[CH:37]=[C:38]([C:2]3[CH:7]=[CH:6][C:5]([C:8]4[N:9]=[N:10][N:11]([CH3:25])[C:12]=4[NH:13][C:14]([O:15][C@@H:16]([C:18]4[CH:23]=[CH:22][CH:21]=[CH:20][CH:19]=4)[CH3:17])=[O:24])=[CH:4][CH:3]=3)[CH:39]=[CH:40][CH:41]=2)[CH2:32][CH2:33]1)=[O:30])[CH3:27] |f:3.4.5.6,9.10.11|. Procedure details: To a mixture of (R)-1-phenylethyl 4-(4-bromophenyl)-1-methyl-1H-1,2,3-triazol-5-ylcarbamate (120 mg, 0.3 mmol), ethyl 1-(3-(4,4,5,5-tetramethyl-1,3,2-dioxaborolan-2-yl)phenyl)cyclopropanecarboxylic acid ethyl ester (142 mg, 0.449 mmol), palladium(II) acetate (10.1 mg, 0.05 mmol), 2-dicyclohexylphosphino-2′,6′-dimethoxybiphenyl (36.8 mg, 0.1 mmol), and potassium phosphate tribasic (190 mg, 0.9 mmol) in a vial were added toluene (2.25 mL) and water (0.5 mL) at room temperature under nitrogen atmos...